From a dataset of the Open Reaction Database (ORD), a public repository of structured organic reaction records. describe an organic reaction: reactants, conditions, products, and yield The reactants are C1(NC(C2C3C(CC(C12)C3)=O)=O)=O (rac-(3aS,4S,7S,7aR)-tetrahydro-1H-4,7-methanoisoindole-1,3,5(4H)-trione), C[Mg]Br (methylmagnesium bromide), solution, C[Mg]Br (methylmagnesium bromide), O (water), C[Mg]Br (methylmagnesium bromide), C(C)(=O)O (acetic acid). Solvent: C1CCOC1 (THF), C1CCOC1 (THF), C(Cl)Cl (CH2Cl2), CO (MeOH), CO.C(Cl)Cl (MeOH CH2Cl2). Run at time 2 hour. Product: OC1(C2C3C(NC(C3C(C1)C2)=O)=O)C (rac-(3aS,4S,5R,7S,7aR)-5-hydroxy-5-methylhexahydro-1H-4,7-methanoisoindole-1,3-dione). Reaction SMILES: [C:1]1(=[O:13])[CH:9]2[CH:4]([CH:5]3[CH2:10][CH:8]2[CH2:7][C:6]3=[O:11])[C:3](=[O:12])[NH:2]1.[CH3:14][Mg]Br.C(O)(=O)C.O>C1COCC1.C(Cl)Cl.CO.CO.C(Cl)Cl>[OH:11][C:6]1([CH3:14])[CH2:7][CH:8]2[CH2:10][CH:5]1[CH:4]1[CH:9]2[C:1](=[O:13])[NH:2][C:3]1=[O:12] |f:7.8|. Reported procedure: To a −78° C. solution of rac-(3aS,4S,7S,7aR)-tetrahydro-1H-4,7-methanoisoindole-1,3,5(4H)-trione (1.08 g, 6.03 mmol) (Kossakowski, Jerzy; Zawadowski, Teodor; Balicka, Eliza., Acta Poloniae Pharmaceutica (1997), 54(6), 479-481) in 50 ml of anhydrous THF was added methylmagnesium bromide (5.02 ml of a 3 M solution in THF, 15.07 mmol). After 2 hr, an additional 3 mL of methylmagnesium bromide solution was added. After another 2 hr, an additional 2 mL of methylmagnesium bromide solution was added. A...